This data is from the Open Reaction Database (ORD), a public repository of structured organic reaction records. The task is: describe an organic reaction: reactants, conditions, products, and yield As a reaction SMILES: [NH2:1][C@H:2]1[CH2:7][CH2:6][C@H:5]([NH:8][C:9]([C:11]2[C:15]3[N:16]=[CH:17][N:18]=[C:19]([C:20]4[CH:25]=[C:24]([O:26][CH3:27])[CH:23]=[CH:22][C:21]=4[O:28][CH2:29][CH:30]4[CH2:32][CH2:31]4)[C:14]=3[NH:13][CH:12]=2)=[O:10])[CH2:4][CH2:3]1.[C:33](Cl)(=[O:35])[CH3:34]>>[C:33]([NH:1][C@H:2]1[CH2:7][CH2:6][C@H:5]([NH:8][C:9]([C:11]2[C:15]3[N:16]=[CH:17][N:18]=[C:19]([C:20]4[CH:25]=[C:24]([O:26][CH3:27])[CH:23]=[CH:22][C:21]=4[O:28][CH2:29][CH:30]4[CH2:31][CH2:32]4)[C:14]=3[NH:13][CH:12]=2)=[O:10])[CH2:4][CH2:3]1)(=[O:35])[CH3:34]. Procedure: Starting from trans-4-(2-cyclopropylmethoxy-5-methoxy-phenyl)-5H-pyrrolo[3,2-d]pyrimidine-7-carboxylic acid (4-amino-cyclohexyl)-amide (example A153) and acetyl chloride the title compound is obtained as colorless solid. Yields the product C(C)(=O)N[C@@H]1CC[C@H](CC1)NC(=O)C1=CNC2=C1N=CN=C2C2=C(C=CC(=C2)OC)OCC2CC2 (trans-4-(2-Cyclopropylmethoxy-5-methoxy-phenyl)-5H-pyrrolo[3,2-d]pyrimidine-7-carboxylic acid (4-acetylamino-cyclohexyl)-amide). The reactants are N[C@@H]1CC[C@H](CC1)NC(=O)C1=CNC2=C1N=CN=C2C2=C(C=CC(=C2)OC)OCC2CC2 (trans-4-(2-cyclopropylmethoxy-5-methoxy-phenyl)-5H-pyrrolo[3,2-d]pyrimidine-7-carboxylic acid (4-amino-cyclohexyl)-amide), C(C)(=O)Cl (acetyl chloride). Starting materials: SC=1C=C(C(=O)O)C=C(C1)C(F)(F)F (3-mercapto-5-trifluoromethylbenzoic acid), C(C)O (ethanol), [OH-].[Na+] (sodium hydroxide), ClCC(=O)C1=CC=CC=C1 (α-chloroacetophenone). The solvent is O (water). Reaction conditions: time 1 hour. Product: C(C(=O)C1=CC=CC=C1)SC=1C=C(C(=O)O)C=C(C1)C(F)(F)F (3-Phenacylthio-5-trifluoromethylbenzoic Acid). Reaction SMILES: [SH:1][C:2]1[CH:3]=[C:4]([CH:8]=[C:9]([C:11]([F:14])([F:13])[F:12])[CH:10]=1)[C:5]([OH:7])=[O:6].[OH-].[Na+].Cl[CH2:18][C:19]([C:21]1[CH:26]=[CH:25][CH:24]=[CH:23][CH:22]=1)=[O:20].C(O)C>O>[CH2:18]([S:1][C:2]1[CH:3]=[C:4]([CH:8]=[C:9]([C:11]([F:12])([F:13])[F:14])[CH:10]=1)[C:5]([OH:7])=[O:6])[C:19]([C:21]1[CH:26]=[CH:25][CH:24]=[CH:23][CH:22]=1)=[O:20] |f:1.2|. Procedure details: A mixture of 1.33 g. (6 m moles) of 3-mercapto-5-trifluoromethylbenzoic acid, 12 ml. of 1N sodium hydroxide solution and 930 mg. (6 m moles) of α-chloroacetophenone in 20 ml. of ethanol is allowed to stir at room temperature for 1 hour. The reaction mixture is diluted with water, extracted with ether and the resulting aqueous phase acidified with 12N hydrochloric acid. The light yellow oil which separates gradually crystallizes and is filtered, 1.8 g., m.p. 135°-150° C. A sample is sublimed at 1... Starting materials: O=C([O-])[O-], CC#N, [Cl-], [Cs+], [Cs+], COC(=O)c1cncc(O)c1, C[N+](C)(C)c1ccccc1. The product is COC(=O)c1cncc(OC)c1. Reaction SMILES: [C:12](=[O:13])([O-:14])[O-:15].[CH3:29][C:30]#[N:31].[Cl-:18].[Cs+:16].[Cs+:17].[OH:1][c:2]1[cH:3][n:4][cH:5][c:6]([C:7](=[O:8])[O:9][CH3:10])[cH:11]1.[c:19]1([N+:20]([CH3:21])([CH3:22])[CH3:23])[cH:24][cH:25][cH:26][cH:27][cH:28]1>>[O:1]([c:2]1[cH:3][n:4][cH:5][c:6]([C:7](=[O:8])[O:9][CH3:10])[cH:11]1)[CH3:12]. Reactants: [BH4-], [Br-], COC(C)c1n[n+](Cc2ccccc2)c(C(C)OC)n1NC(c1ccccc1)C(OC)OC, C1CCOC1, [Li+], [Na+], [OH-]. Product: COC(OC)C(N)c1ccccc1. As a reaction SMILES: [BH4-:35].[Br-:1].[CH2:2]([n+:3]1[n:4][c:5]([CH:6]([O:7][CH3:8])[CH3:9])[n:10]([NH:18][CH:19]([CH:20]([O:21][CH3:22])[O:23][CH3:24])[c:25]2[cH:26][cH:27][cH:28][cH:29][cH:30]2)[c:11]1[CH:12]([O:13][CH3:14])[CH3:15])[c:16]1[cH:17][cH:31][cH:32][cH:33][cH:34]1.[CH2:39]1[O:40][CH2:41][CH2:42][CH2:43]1.[Li+:36].[Na+:38].[OH-:37]>>[NH2:18][CH:19]([CH:20]([O:21][CH3:22])[O:23][CH3:24])[c:25]1[cH:26][cH:27][cH:28][cH:29][cH:30]1. Yields the product COC1=C(C2=CC=C(C=C2C=C1)OC)C(=O)O (2,6-dimethoxy-1-naphthalenecarboxylic acid). Run in O (water), C(C)(C)(C)O (tert-butanol), O1CCOCC1 (p-dioxane). Procedure: A solution of sodium chlorite (15.7 g, 80%, 0.139 mol) in 45 mL of water was added rapidly to a warm solution of 2,6-dimethoxy-1-naphthalenecarboxaldehyde [25.76 g, 0.119 mol, described by N. P. Buu-Hoi et al, J. Chem. Soc., 2776 (1955)], resorcinol (17.8 g, 0.162 mol) and acetic acid (0.25 g) in tert-butanol (115 mL) and p-dioxane (95 mL). The reaction temperature was maintained at about 85° C. for 10 minutes then allowed to cool and the mixture was concentrated under vacuum. The residue was pa... Reaction conditions: temperature 85 celsius. The reactants are Cl(=O)[O-].[Na+] (sodium chlorite), COC1=C(C2=CC=C(C=C2C=C1)OC)C=O (2,6-dimethoxy-1-naphthalenecarboxaldehyde), C1(O)=CC(O)=CC=C1 (resorcinol). The reagents and catalysts are C(C)(=O)O (acetic acid). Isolated yield 83.6%. RXN SMILES: Cl([O-])=O.[Na+].[CH3:5][O:6][C:7]1[CH:16]=[CH:15][C:14]2[C:9](=[CH:10][CH:11]=[C:12]([O:17][CH3:18])[CH:13]=2)[C:8]=1[CH:19]=[O:20].C1(C=CC=C(O)C=1)[OH:22]>O.C(O)(C)(C)C.O1CCOCC1.C(O)(=O)C>[CH3:5][O:6][C:7]1[CH:16]=[CH:15][C:14]2[C:9](=[CH:10][CH:11]=[C:12]([O:17][CH3:18])[CH:13]=2)[C:8]=1[C:19]([OH:22])=[O:20] |f:0.1|. Reactants: OC1=C(C=C(C(=O)OC)C=C1)C (methyl 4-hydroxy-3-methylbenzoate), FC(S(=O)(=O)OCC(C)(F)F)(F)F (2,2-difluoropropyl trifluoromethanesulfonate), CCCCCCCCCCN (Amine-10). Product: FC(COC1=C(C=C(C(=O)OC)C=C1)C)(C)F (methyl 4-(2,2-difluoropropoxy)-3-methylbenzoate). Yield: 76.0%. Reaction SMILES: [OH:1][C:2]1[CH:11]=[CH:10][C:5]([C:6]([O:8][CH3:9])=[O:7])=[CH:4][C:3]=1[CH3:12].FC(F)(F)S(O[CH2:19][C:20]([F:23])([F:22])[CH3:21])(=O)=O.CCCCCCCCCCN>>[F:22][C:20]([F:23])([CH3:21])[CH2:19][O:1][C:2]1[CH:11]=[CH:10][C:5]([C:6]([O:8][CH3:9])=[O:7])=[CH:4][C:3]=1[CH3:12]. Procedure: The title compound is prepared in 76% yield (2.09 g, white solid) from methyl 4-hydroxy-3-methylbenzoate (1.86 g, 11.2 mmol) and 2,2-difluoropropyl trifluoromethanesulfonate (6.37 g, 27.9 mmol) in a similar manner to Step-1 of Amine-10.